From a dataset of the Open Reaction Database (ORD), a public repository of structured organic reaction records. describe an organic reaction: reactants, conditions, products, and yield Starting materials: BrC=1SC2=C(N1)C=CC(=C2)C(=O)OCC (ethyl 2-bromo-benzothiazole-6-carboxylate), C(CCC)[Sn](C=1SC=CN1)(CCCC)CCCC (2-tributylstannylthiazole). The reagents and catalysts are C=1C=CC(=CC1)[P](C=2C=CC=CC2)(C=3C=CC=CC3)[Pd]([P](C=4C=CC=CC4)(C=5C=CC=CC5)C=6C=CC=CC6)([P](C=7C=CC=CC7)(C=8C=CC=CC8)C=9C=CC=CC9)[P](C=1C=CC=CC1)(C=1C=CC=CC1)C=1C=CC=CC1 (Pd(PPh3)4). Solvent: C(Cl)Cl (CH2Cl2), O1CCOCC1 (dioxane). Run at temperature 130 celsius. Yields the product S1C(=NC=C1)C=1SC2=C(N1)C=CC(=C2)C(=O)OCC (Ethyl 2-(thiazol-2-yl)benzo[d]thiazole-6-carboxylate). Isolated yield 84.5%. Reaction SMILES: Br[C:2]1[S:3][C:4]2[CH:10]=[C:9]([C:11]([O:13][CH2:14][CH3:15])=[O:12])[CH:8]=[CH:7][C:5]=2[N:6]=1.C([Sn](CCCC)(CCCC)[C:21]1[S:22][CH:23]=[CH:24][N:25]=1)CCC>O1CCOCC1.C(Cl)Cl.C1C=CC([P]([Pd]([P](C2C=CC=CC=2)(C2C=CC=CC=2)C2C=CC=CC=2)([P](C2C=CC=CC=2)(C2C=CC=CC=2)C2C=CC=CC=2)[P](C2C=CC=CC=2)(C2C=CC=CC=2)C2C=CC=CC=2)(C2C=CC=CC=2)C2C=CC=CC=2)=CC=1>[S:22]1[CH:23]=[CH:24][N:25]=[C:21]1[C:2]1[S:3][C:4]2[CH:10]=[C:9]([C:11]([O:13][CH2:14][CH3:15])=[O:12])[CH:8]=[CH:7][C:5]=2[N:6]=1 |^1:46,48,67,86|. Procedure details: A mixture of ethyl 2-bromo-benzothiazole-6-carboxylate 1w (150 mg, 0.53 mmol), 2-tributylstannylthiazole 9p (0.25 mL, 0.79 mmol), and Pd(PPh3)4 (30 mg, 0.03 mmol) in dioxane (2 mL) was heated at 130° C. for 30 min under microwave. The reaction mixture was diluted with CH2Cl2, washed with aq. NaHCO3, dried over Na2SO4, and concentrated. Purification by flash column chromatography (silica gel, 10% EtOAc/heptane) gave 9q (130 mg). Reactants: ClS(=O)(=O)O (Chlorosulfonic acid), ClC(C)Cl (dichloroethane). The product is ClS(=O)(=O)O.ClC(C)Cl (chlorosulfonic acid dichloroethane). RXN SMILES: [Cl:1][S:2]([OH:5])(=[O:4])=[O:3].[Cl:6][CH:7]([Cl:9])[CH3:8]>>[Cl:1][S:2]([OH:5])(=[O:4])=[O:3].[Cl:6][CH:7]([Cl:9])[CH3:8] |f:2.3|. Reported procedure: Chlorosulfonic acid and dichloroethane were mixed to form a 0.2M chlorosulfonic acid/dichloroethane solution. The St/MOSS co-grafted/crosslinked membrane and the 0.2M chlorosulfonic acid/dichloroethane solution were fed to a 500-mL separable flask equipped with a Dimroth condenser, after which in an oil bath at 50° C., sulfonation took place for 6 hours. This was followed by washing with dichloroethane and deionized water and vacuum drying at 100° C. for 2 hours. The thus chlorosulfonated St/MOS... The reactants are C1(CCCCC1)CCOCC(CC(=O)OCC1=CC=CC=C1)=O (benzyl 4-(2-cyclohexylethoxy)acetoacetate), ClC=1C=C(C=O)C=CC1 (3-chlorobenzaldehyde), N\C(=C/C(=O)OCCC#N)\C (2-cyanoethyl 3-aminocrotonate). Solvent: CC(C)O (2-propanol). Reaction conditions: temperature 70 celsius. Product: ClC=1C=C(C=CC1)C1C(=C(NC(=C1C(=O)OCCC#N)C)COCCC1CCCCC1)C(=O)OCC1=CC=CC=C1 (3-benzyl 5-(2-cyanoethyl) 4-(3-chlorophenyl)-2-(2-cyclohexylethoxymethyl)-6-methyl-1,4-dihydropyridine-3,5-dicarboxylate). Reaction SMILES: [CH:1]1([CH2:7][CH2:8][O:9][CH2:10][C:11](=O)[CH2:12][C:13]([O:15][CH2:16][C:17]2[CH:22]=[CH:21][CH:20]=[CH:19][CH:18]=2)=[O:14])[CH2:6][CH2:5][CH2:4][CH2:3][CH2:2]1.[Cl:24][C:25]1[CH:26]=[C:27]([CH:30]=[CH:31][CH:32]=1)[CH:28]=O.[NH2:33]/[C:34](/[CH3:43])=[CH:35]\[C:36]([O:38][CH2:39][CH2:40][C:41]#[N:42])=[O:37]>CC(O)C>[Cl:24][C:25]1[CH:26]=[C:27]([CH:28]2[C:35]([C:36]([O:38][CH2:39][CH2:40][C:41]#[N:42])=[O:37])=[C:34]([CH3:43])[NH:33][C:11]([CH2:10][O:9][CH2:8][CH2:7][CH:1]3[CH2:6][CH2:5][CH2:4][CH2:3][CH2:2]3)=[C:12]2[C:13]([O:15][CH2:16][C:17]2[CH:22]=[CH:21][CH:20]=[CH:19][CH:18]=2)=[O:14])[CH:30]=[CH:31][CH:32]=1. Procedure details: 0.50 g (1.57 mmol) of benzyl 4-(2-cyclohexylethoxy)acetoacetate, 0.22 g (1.57 mmol) of 3-chlorobenzaldehyde and 0.24 g (1.57 mmol) of 2-cyanoethyl 3-aminocrotonate were stirred in 8 ml of 2-propanol under heating at 70° C. for 22 hours. After 2-propanol was evaporated under reduced pressure, the residue was purified by the silica gel chromatography (hexane/ethyl acetate=1/2) to obtain the title compound. The reactants are C(#N)C1=C(N(C(N([C@H]1C1=C(C=C(C=C1)C#N)S(=O)(=O)C)CC(=O)OC(C)(C)C)=O)C1=CC(=CC=C1)C(F)(F)F)C (tert-Butyl [(6R)-5-cyano-6-[4-cyano-2-(methylsulfonyl)phenyl]-4-methyl-2-oxo-3-[3-(trifluoromethyl)phenyl]-3,6-dihydropyrimidin-1(2H)-yl]acetate), FC(C(=O)O)(F)F (trifluoroacetic acid). Solvent: ClCCl (dichloromethane). Reaction conditions: time 90 minute. Yields the product C(#N)C1=C(N(C(N([C@@H]1C1=C(C=C(C=C1)C#N)S(=O)(=O)C)CC(=O)O)=O)C1=CC(=CC=C1)C(F)(F)F)C (2-[(6S)-5-Cyano-6-[4-cyano-2-(methylsulfonyl)phenyl]-4-methyl-2-oxo-3-[3-(trifluoromethyl)phenyl]-3,6-dihydropyrimidin-1(2H)-yl]acetic acid). RXN SMILES: [C:1]([C:3]1[C@H:8]([C:9]2[CH:14]=[CH:13][C:12]([C:15]#[N:16])=[CH:11][C:10]=2[S:17]([CH3:20])(=[O:19])=[O:18])[N:7]([CH2:21][C:22]([O:24]C(C)(C)C)=[O:23])[C:6](=[O:29])[N:5]([C:30]2[CH:35]=[CH:34][CH:33]=[C:32]([C:36]([F:39])([F:38])[F:37])[CH:31]=2)[C:4]=1[CH3:40])#[N:2].FC(F)(F)C(O)=O>ClCCl>[C:1]([C:3]1[C@@H:8]([C:9]2[CH:14]=[CH:13][C:12]([C:15]#[N:16])=[CH:11][C:10]=2[S:17]([CH3:20])(=[O:19])=[O:18])[N:7]([CH2:21][C:22]([OH:24])=[O:23])[C:6](=[O:29])[N:5]([C:30]2[CH:35]=[CH:34][CH:33]=[C:32]([C:36]([F:37])([F:39])[F:38])[CH:31]=2)[C:4]=1[CH3:40])#[N:2]. Procedure details: The reaction was carried out under argon. tert-Butyl [(6R)-5-cyano-6-[4-cyano-2-(methylsulfonyl)phenyl]-4-methyl-2-oxo-3-[3-(trifluoromethyl)phenyl]-3,6-dihydropyrimidin-1(2H)-yl]acetate (350 mg, 609 μmol; Example 7) was initially charged in dichloromethane (60 ml), and trifluoroacetic acid (20 ml) was added. The mixture was stirred at RT for 90 min. The volatile components were then removed on a rotary evaporator. The residue was taken up in toluene (50 ml) and again concentrated under reduced ... Reactants: carboxylic acid methyl ester, COCCOC1=CC=C(C=C1)S(=O)(=O)N(C1=CC=C(C=C1)C)CC(=O)OC (methyl ({[4-(2-methoxyethoxy)phenyl]sulfonyl}-4-methylanilino)acetate), O.NN (Hydrazine hydrate). Run in CO (MeOH). Conditions: time 8 hour. Product: desired product, N(N)C(CN(S(=O)(=O)C1=CC=C(C=C1)OCCOC)C1=CC=C(C=C1)C)=O (N-(2-hydrazino-2-oxoethyl)-4-(2-methoxyethoxy)-N-(4-methylphenyl)benzenesulfonamide). RXN SMILES: [CH3:1][O:2][CH2:3][CH2:4][O:5][C:6]1[CH:11]=[CH:10][C:9]([S:12]([N:15]([CH2:23][C:24]([O:26]C)=O)[C:16]2[CH:21]=[CH:20][C:19]([CH3:22])=[CH:18][CH:17]=2)(=[O:14])=[O:13])=[CH:8][CH:7]=1.O.[NH2:29][NH2:30]>CO>[NH:29]([C:24](=[O:26])[CH2:23][N:15]([C:16]1[CH:21]=[CH:20][C:19]([CH3:22])=[CH:18][CH:17]=1)[S:12]([C:9]1[CH:10]=[CH:11][C:6]([O:5][CH2:4][CH2:3][O:2][CH3:1])=[CH:7][CH:8]=1)(=[O:14])=[O:13])[NH2:30] |f:1.2|. Procedure: The crude carboxylic acid methyl ester resulting from the precedent step, e.g. methyl ({[4-(2-methoxyethoxy)phenyl]sulfonyl}-4-methylanilino)acetate (1 mmol), was dissolved in MeOH (3.5 mL). Hydrazine hydrate was added (0.385 mL). The reaction mixture was stirred overnight at room temperature. Solvents were evaporated. The crude product was dissolved in ethyl acetate (4 mL) and was washed with water (4 mL). Aqueous phase was extracted with ethyl acetate (3×2 mL) and with methylene chloride (2×2 ... The reactants are O1C(CC2=CC=CC=C2)C1 (2,3-Epoxypropyl benzene), C(C(C)C)N (isobutylamine). Solvent: O (water). Conditions: temperature 110 celsius, time 8 hour. Product: C1(=CC=CC=C1)CC(CNCC(C)C)O (N-(3-phenyl-2-hydroxypropyl)N-isobutylamine). The yield is 42.1%. As a reaction SMILES: [O:1]1[CH2:10][CH:2]1[CH2:3][C:4]1[CH:9]=[CH:8][CH:7]=[CH:6][CH:5]=1.[CH2:11]([NH2:15])[CH:12]([CH3:14])[CH3:13]>O>[C:4]1([CH2:3][CH:2]([OH:1])[CH2:10][NH:15][CH2:11][CH:12]([CH3:14])[CH3:13])[CH:9]=[CH:8][CH:7]=[CH:6][CH:5]=1. Procedure: 2,3-Epoxypropyl benzene (10 g, 74.5 mmol) and isobutylamine (5.4 g, 74.5 mmol) were mixed then treated with water (2 mL). The mixture was stirred overnight at 110° C., then distilled to yield N-(3-phenyl-2-hydroxypropyl)N-isobutylamine (6.5 g): bp 115-117° C. (1 mmHg).